This data is from the Open Reaction Database (ORD), a public repository of structured organic reaction records. The task is: describe an organic reaction: reactants, conditions, products, and yield Starting materials: CC(C)(C)OC(=O)N1Cc2cc(NC(=O)c3ccccc3Nc3ccc4ccncc4n3)ccc2C(C)(C)C1, CCOC(C)=O, Cl. The product is CC1(C)CNCc2cc(NC(=O)c3ccccc3Nc3ccc4ccncc4n3)ccc21. Reaction SMILES: [C:1]([O:2][C:3](=[O:4])[N:8]1[CH2:9][c:10]2[cH:11][c:12]([NH:20][C:21]([c:22]3[c:23]([NH:28][c:29]4[n:30][c:31]5[cH:32][n:33][cH:34][cH:35][c:36]5[cH:37][cH:38]4)[cH:24][cH:25][cH:26][cH:27]3)=[O:39])[cH:13][cH:14][c:15]2[C:16]([CH3:18])([CH3:19])[CH2:17]1)([CH3:5])([CH3:6])[CH3:7].[CH3:41][CH2:42][O:43][C:44]([CH3:45])=[O:46].[ClH:40]>>[NH:8]1[CH2:9][c:10]2[cH:11][c:12]([NH:20][C:21]([c:22]3[c:23]([NH:28][c:29]4[n:30][c:31]5[cH:32][n:33][cH:34][cH:35][c:36]5[cH:37][cH:38]4)[cH:24][cH:25][cH:26][cH:27]3)=[O:39])[cH:13][cH:14][c:15]2[C:16]([CH3:18])([CH3:19])[CH2:17]1. Starting materials: BrC=1C=C2C=C(C(=C(C2=CC1)OS(=O)(=O)C(F)(F)F)[C@@H](C(=O)OCC)OC(C)(C)C)C ((S)-ethyl 2-(6-bromo-3-methyl-1-(trifluoromethylsulfonyloxy)naphthalen-2-yl)-2-tert-butoxyacetate), O=C(C(=O)OCC)C=1C2=CC=CC=C2C=2C=CC=CC2C1OS(=O)(=O)C(F)(F)F (ethyl 2-oxo-2-(10-(trifluoromethylsulfonyloxy)phenanthren-9-yl)acetate). The product is C(C)(C)(C)O[C@H](C(=O)OCC)C=1C2=CC=CC=C2C=2C=CC=CC2C1OS(=O)(=O)C(F)(F)F ((S)-ethyl 2-tert-butoxy-2-(10 (trifluoromethylsulfonyloxy)phenanthren-9-yl)acetate). RXN SMILES: Br[C:2]1[CH:3]=[C:4]2[C:9](=[CH:10][CH:11]=1)[C:8]([O:12][S:13]([C:16]([F:19])([F:18])[F:17])(=[O:15])=[O:14])=[C:7]([C@H:20]([O:26][C:27]([CH3:30])([CH3:29])[CH3:28])[C:21]([O:23][CH2:24][CH3:25])=[O:22])[C:6]([CH3:31])=[CH:5]2.O=[C:33]([C:39]1C2C(C3C=CC=CC=3C=1OS(C(F)(F)F)(=O)=O)=CC=CC=2)[C:34](OCC)=O>>[C:27]([O:26][C@@H:20]([C:7]1[C:6]2[C:5]([C:4]3[CH:3]=[CH:2][CH:11]=[CH:10][C:9]=3[C:8]=1[O:12][S:13]([C:16]([F:17])([F:18])[F:19])(=[O:14])=[O:15])=[CH:39][CH:33]=[CH:34][CH:31]=2)[C:21]([O:23][CH2:24][CH3:25])=[O:22])([CH3:29])([CH3:28])[CH3:30]. Procedure details: Prepared by the similar method to make (S)-ethyl 2-(6-bromo-3-methyl-1-(trifluoromethylsulfonyloxy)naphthalen-2-yl)-2-tert-butoxyacetate in Example 20, using ethyl 2-oxo-2-(10-(trifluoromethylsulfonyloxy)phenanthren-9-yl)acetate instead of ethyl 2-(6-bromo-3-methyl-1-(trifluoromethylsulfonyloxy)naphthalen-2-yl)-2-oxoacetate. 1H-NMR: 400 MHz, (CDCl3) δ: 8.74-8.69 (m, 2H), 8.41 (d, J=4.4 Hz, 1H), 8.19 (d, J=4.2 Hz, 1H), 7.79-7.61 (m, 4H), 6.00 (s, 1H), 4.189-4.14 (m, 1H), 4.05-4.00 (m, 1H), 1.25 (... Reactants: COC(C1=CC=C(C=C1)C=O)=O (methyl-4-formylbenzoate), [Mg] (Magnesium), [Mg] (magnesium), [Br-] (bromide), BrCC(C)(C)C (1-Bromo-2,2-dimethylpropane), II (iodine), Grignard reagent. Run in C1CCOC1 (THF), C1CCOC1 (THF), C1CCOC1 (THF). Run at time 2 hour. Product: COC(C1=CC=C(C=C1)C(CC(C)(C)C)O)=O (4-(1-Hydroxy-3,3-dimethyl-butyl)benzoic acid methyl ester). Yield: 37.3%. As a reaction SMILES: [Mg].II.Br[CH2:5][C:6]([CH3:9])([CH3:8])[CH3:7].[Br-].[CH3:11][O:12][C:13](=[O:22])[C:14]1[CH:19]=[CH:18][C:17]([CH:20]=[O:21])=[CH:16][CH:15]=1>C1COCC1>[CH3:11][O:12][C:13](=[O:22])[C:14]1[CH:19]=[CH:18][C:17]([CH:20]([OH:21])[CH2:5][C:6]([CH3:9])([CH3:8])[CH3:7])=[CH:16][CH:15]=1. Procedure: Magnesium (5.2 g, 199 mmol) is suspended in anhydrous THF (60 mL) under nitrogen. A small crystal of iodine is added. 1-Bromo-2,2-dimethylpropane (25 g, 165 mmol) is dissolved in anhydrous THF (90 mL) and a portion of the solution is added to the magnesium. The mixture is heated to reflux temperature to initiate the reaction. The rest of the bromide solution is added dropwise. After the addition is complete the mixture is refluxed for 4 h. The Grignard reagent is allowed to cool to room temperat... The reactants are [BH4-].[Na+] (Sodium borohydride), COC1=C(CC2NCCC(C2(C)C)=O)C=CC=C1 (2-(2-methoxy-benzyl)-3,3-dimethyl-piperidin-4-one), [OH-].[Na+] (sodium hydroxide). The solvent is CO (methanol). Conditions: time 3 hour. Yields the product COC1=C(CC2NCCC(C2(C)C)O)C=CC=C1 (2-(2-Methoxy-benzyl)-3,3-dimethyl-piperidin-4-ol). RXN SMILES: [BH4-].[Na+].[CH3:3][O:4][C:5]1[CH:20]=[CH:19][CH:18]=[CH:17][C:6]=1[CH2:7][CH:8]1[C:13]([CH3:15])([CH3:14])[C:12](=[O:16])[CH2:11][CH2:10][NH:9]1.[OH-].[Na+]>CO>[CH3:3][O:4][C:5]1[CH:20]=[CH:19][CH:18]=[CH:17][C:6]=1[CH2:7][CH:8]1[C:13]([CH3:15])([CH3:14])[CH:12]([OH:16])[CH2:11][CH2:10][NH:9]1 |f:0.1,3.4|. Reported procedure: Sodium borohydride (0.31 g) is added to 2-(2-methoxy-benzyl)-3,3-dimethyl-piperidin-4-one (2.00 g, prepared according to J. Med. Chem. 2002, 45, 3755-3765 from racemic starting material) dissolved in methanol (20 mL). The solution is stirred for 3 h at room temperature and then 1 M sodium hydroxide solution (40 mL) is added. After stirring for 10 min, the mixture is extracted with dichloromethane. The combined organic extracts are washed with water and dried (MgSO4). The solvent is evaporated to... Reaction SMILES: [Cl-].[CH3:2][N:3]([S+:5]([N:9]([CH3:11])[CH3:10])[N:6]([CH3:8])[CH3:7])[CH3:4].[C-]#N.[Na+]>CO>[C-:2]#[N:3].[CH3:2][N:3]([S+:5]([N:9]([CH3:11])[CH3:10])[N:6]([CH3:8])[CH3:7])[CH3:4] |f:0.1,2.3,5.6|. The product is [C-]#N.CN(C)[S+](N(C)C)N(C)C (tris(dimethylamino)sulfonium cyanide). Reported procedure: A solution of 60.6 g (0.3 mole) of tris(dimethylamino)sulfonium chloride in 250 ml methanol was mixed with a solution of 14.7 g (0.3 mole) of sodium cyanide in 100 ml methanol, and the sodium chloride that precipitated was filtered off. The filtrate was evaporated to dryness under reduced pressure, and the residue was recrystallized from acetonitrile-ether to give 53.0 g (93%) of tris(dimethylamino)sulfonium cyanide as colorless crystals: mp 214°-216°. Isolated yield 185.7%. Reactants: [Cl-].CN(C)[S+](N(C)C)N(C)C (tris(dimethylamino)sulfonium chloride), [C-]#N.[Na+] (sodium cyanide). Solvent: CO (methanol), CO (methanol). RXN SMILES: [Cl:1][C:2]1[CH:7]=[C:6]([F:8])[CH:5]=[CH:4][C:3]=1[CH:9]([CH:22]1[CH2:24][CH2:23]1)[C:10]1[C:18]2[C:13](=[C:14]([CH2:19][S:20][CH3:21])[CH:15]=[CH:16][CH:17]=2)[NH:12][CH:11]=1.ClC1C=CC(C(C2CC2)C2C3C(=C(CS(C)=[O:44])C=CC=3)NC=2)=CC=1>>[Cl:1][C:2]1[CH:7]=[C:6]([F:8])[CH:5]=[CH:4][C:3]=1[CH:9]([CH:22]1[CH2:24][CH2:23]1)[C:10]1[C:18]2[C:13](=[C:14]([CH2:19][S:20]([CH3:21])=[O:44])[CH:15]=[CH:16][CH:17]=2)[NH:12][CH:11]=1. The reactants are ClC1=C(C=CC(=C1)F)C(C1=CNC2=C(C=CC=C12)CSC)C1CC1 (3-[(2-Chloro-4-fluorophenyl)(cyclopropyl)methyl]-7-[(methylsulfanyl)methyl]-1H-indole), ClC1=CC=C(C=C1)C(C1=CNC2=C(C=CC=C12)CS(=O)C)C1CC1 (3-[(4-Chlorophenyl)(cyclopropyl)methyl]-7-[(methylsulfinyl)methyl]-1H-indole). Reported procedure: The title compound was prepared starting from 65 mg (0.18 mmol) of the compound from Example 229 in analogy to the synthesis of the compound from Example 235. 68 mg (100% of theory) of the target compound were obtained as mixture of diastereomers. Yields the product ClC1=C(C=CC(=C1)F)C(C1=CNC2=C(C=CC=C12)CS(=O)C)C1CC1 (3-[(2-Chloro-4-fluorophenyl)(cyclopropyl)methyl]-7-[(methylsulfinyl)methyl]-1H-indole).